Dataset: the Open Reaction Database (ORD), a public repository of structured organic reaction records. Task: describe an organic reaction: reactants, conditions, products, and yield Product: FC1=CC=C(C=C1)C(CCCNC(=O)[C@H](CC(C)C)NC(=O)N1CCN(CC1)C1=CC=CC=C1)C1=CC=C(C=C1)F ((S)-4-Phenyl-piperazine-1-carboxylic acid {1-[4,4-bis-(4-fluoro-phenyl)-butylcarbamoyl]-3-methyl-butyl}-amide). Run in CN(C)C=O (DMF). Procedure: (S)-4-Methyl-2-[(4-phenyl-piperazine-1-carbonyl)-amino]pentanoic acid (0.300 g, 0.940 mmol) was dissolved in dry DMF (4 mL) under nitrogen atmosphere and cooled to 0° C. in an ice-water bath. To this solution were added, in succession, N,N-diisopropylethylamine (0.490 mL, 2.81 mmol) and solid O-benzotriazol-1-yl-N,N,N,′,N′-tetramethyluronium hexafluorophosphate (0.356 g, 0.939 mmol). The resulting reaction mixture was stirred at that temperature for 30 minutes; solid 4,4-bis-(4-fluoro-phenyl)-bu... As a reaction SMILES: [CH3:1][CH:2]([CH3:23])[CH2:3][C@H:4]([NH:8][C:9]([N:11]1[CH2:16][CH2:15][N:14]([C:17]2[CH:22]=[CH:21][CH:20]=[CH:19][CH:18]=2)[CH2:13][CH2:12]1)=[O:10])[C:5]([OH:7])=O.C(N(CC)C(C)C)(C)C.Cl.[F:34][C:35]1[CH:40]=[CH:39][C:38]([CH:41]([C:46]2[CH:51]=[CH:50][C:49]([F:52])=[CH:48][CH:47]=2)[CH2:42][CH2:43][CH2:44][NH2:45])=[CH:37][CH:36]=1.C(OCC)C>CN(C=O)C>[F:34][C:35]1[CH:40]=[CH:39][C:38]([CH:41]([C:46]2[CH:47]=[CH:48][C:49]([F:52])=[CH:50][CH:51]=2)[CH2:42][CH2:43][CH2:44][NH:45][C:5]([C@@H:4]([NH:8][C:9]([N:11]2[CH2:16][CH2:15][N:14]([C:17]3[CH:22]=[CH:21][CH:20]=[CH:19][CH:18]=3)[CH2:13][CH2:12]2)=[O:10])[CH2:3][CH:2]([CH3:1])[CH3:23])=[O:7])=[CH:37][CH:36]=1 |f:2.3|. The yield is 34.0%. Conditions: temperature 0 celsius, time 30 minute. The reactants are Cl.FC1=CC=C(C=C1)C(CCCN)C1=CC=C(C=C1)F (4,4-bis-(4-fluoro-phenyl)-butylamine monohydrochloride), CC(C[C@@H](C(=O)O)NC(=O)N1CCN(CC1)C1=CC=CC=C1)C ((S)-4-Methyl-2-[(4-phenyl-piperazine-1-carbonyl)-amino]pentanoic acid), C(C)(C)N(C(C)C)CC (N,N-diisopropylethylamine), O-benzotriazol-1-yl-N,N,N,′,N′-tetramethyluronium hexafluorophosphate, C(C)OCC (diethyl ether). Starting materials: N12C[C@@H](C(CC1)CC2)NC(C2=CC(=CC=C2)Br)=O ((R)-N-(1-Azabicyclo[2.2.2]oct-3-yl)(3-bromobenzamide)), C(C)O (ethanol), C1(=CC=CC=C1)B(O)O (phenylboronic acid), C([O-])([O-])=O.[Na+].[Na+] (sodium carbonate). Reagents/catalysts: C=1C=CC(=CC1)[P](C=2C=CC=CC2)(C=3C=CC=CC3)[Pd]([P](C=4C=CC=CC4)(C=5C=CC=CC5)C=6C=CC=CC6)([P](C=7C=CC=CC7)(C=8C=CC=CC8)C=9C=CC=CC9)[P](C=1C=CC=CC1)(C=1C=CC=CC1)C=1C=CC=CC1 (tetrakis(triphenylphosphine)palladium(0)). The solvent is O1CCCC1 (tetrahydrofuran), O (water). Product: N12C[C@@H](C(CC1)CC2)NC(C2=CC(=CC=C2)C2=CC=CC=C2)=O ((R)-N-(1-Azabicyclo[2.2.2]oct-3-yl)(3-phenylbenzamide)). Reaction SMILES: [N:1]12[CH2:8][CH2:7][CH:4]([CH2:5][CH2:6]1)[C@@H:3]([NH:9][C:10](=[O:18])[C:11]1[CH:16]=[CH:15][CH:14]=[C:13](Br)[CH:12]=1)[CH2:2]2.[C:19]1(B(O)O)[CH:24]=[CH:23][CH:22]=[CH:21][CH:20]=1.C(=O)([O-])[O-].[Na+].[Na+].C(O)C>O1CCCC1.C1C=CC([P]([Pd]([P](C2C=CC=CC=2)(C2C=CC=CC=2)C2C=CC=CC=2)([P](C2C=CC=CC=2)(C2C=CC=CC=2)C2C=CC=CC=2)[P](C2C=CC=CC=2)(C2C=CC=CC=2)C2C=CC=CC=2)(C2C=CC=CC=2)C2C=CC=CC=2)=CC=1.O>[N:1]12[CH2:8][CH2:7][CH:4]([CH2:5][CH2:6]1)[C@@H:3]([NH:9][C:10](=[O:18])[C:11]1[CH:16]=[CH:15][CH:14]=[C:13]([C:19]3[CH:24]=[CH:23][CH:22]=[CH:21][CH:20]=3)[CH:12]=1)[CH2:2]2 |f:2.3.4,^1:45,47,66,85|. Reported procedure: Prepared by a method analogous to that described in Example 1 from (R)-1-azabicyclo[2.2.2]oct-3-yl)(3-bromobenzamide) and phenylboronic acid, using tetrakis(triphenylphosphine)palladium(0) and sodium carbonate in a mixture of tetrahydrofuran, ethanol, and water. The compound was purified by flash chromatography on silica gel and eluted with 3%-10% 3.5N methanolic ammonia/chloroform mixtures. Evaporation of solvent gave the title compound as a colourless solid; MS (ES+) 307 (MH+). Starting materials: COc1ccccc1C1(Cl)C(=O)Nc2ccc(Cl)cc21, O=C(O)C(F)(F)F, CN(C)C(=O)C(N)Cc1ccc(OCc2ccccc2)cc1. Yields the product COc1ccccc1C1(NC(Cc2ccc(OCc3ccccc3)cc2)C(=O)N(C)C)C(=O)Nc2ccc(Cl)cc21. As a reaction SMILES: [Cl:1][C:2]1([c:13]2[c:14]([O:19][CH3:20])[cH:15][cH:16][cH:17][cH:18]2)[C:3](=[O:12])[NH:4][c:5]2[cH:6][cH:7][c:8]([Cl:11])[cH:9][c:10]21.[F:21][C:22]([F:23])([F:24])[C:25]([OH:26])=[O:27].[NH2:28][CH:29]([C:30](=[O:31])[N:32]([CH3:33])[CH3:34])[CH2:35][c:36]1[cH:37][cH:38][c:39]([O:42][CH2:43][c:44]2[cH:45][cH:46][cH:47][cH:48][cH:49]2)[cH:40][cH:41]1>>[C:2]1([c:13]2[c:14]([O:19][CH3:20])[cH:15][cH:16][cH:17][cH:18]2)([NH:28][CH:29]([C:30](=[O:31])[N:32]([CH3:33])[CH3:34])[CH2:35][c:36]2[cH:37][cH:38][c:39]([O:42][CH2:43][c:44]3[cH:45][cH:46][cH:47][cH:48][cH:49]3)[cH:40][cH:41]2)[C:3](=[O:12])[NH:4][c:5]2[cH:6][cH:7][c:8]([Cl:11])[cH:9][c:10]21.